Dataset: the Open Reaction Database (ORD), a public repository of structured organic reaction records. Task: describe an organic reaction: reactants, conditions, products, and yield Reactants: O=C([O-])[O-], Cc1nccn1-c1nc(-c2ccc(Cl)cc2)c(CCCOS(C)(=O)=O)o1, CN(C)C=O, [K+], [K+], O, CCOP(=O)(Cc1ccc(O)cc1)OCC. Yields the product CCOP(=O)(Cc1ccc(OCCCc2oc(-n3ccnc3C)nc2-c2ccc(Cl)cc2)cc1)OCC. Reaction SMILES: [C:43](=[O:44])([O-:45])[O-:46].[CH3:1][S:2](=[O:3])(=[O:4])[O:5][CH2:6][CH2:7][CH2:8][c:9]1[c:10](-[c:20]2[cH:21][cH:22][c:23]([Cl:26])[cH:24][cH:25]2)[n:11][c:12](-[n:14]2[c:15]([CH3:19])[n:16][cH:17][cH:18]2)[o:13]1.[CH3:49][N:50]([CH3:51])[CH:52]=[O:53].[K+:47].[K+:48].[OH2:54].[OH:27][c:28]1[cH:29][cH:30][c:31]([CH2:32][P:33]([O:34][CH2:35][CH3:36])([O:37][CH2:38][CH3:39])=[O:40])[cH:41][cH:42]1>>[O:5]([CH2:6][CH2:7][CH2:8][c:9]1[c:10](-[c:20]2[cH:21][cH:22][c:23]([Cl:26])[cH:24][cH:25]2)[n:11][c:12](-[n:14]2[c:15]([CH3:19])[n:16][cH:17][cH:18]2)[o:13]1)[c:28]1[cH:29][cH:30][c:31]([CH2:32][P:33]([O:34][CH2:35][CH3:36])([O:37][CH2:38][CH3:39])=[O:40])[cH:41][cH:42]1. Reactants: Cc1ccc2cc(C(=O)O)ccc2n1, Cc1cn(-c2cc(N)cc(C(F)(F)F)c2)cn1. Reagents/catalysts: CCOC1C=CC2=CC=CC=C2N1C(=O)OCC (EEDQ), CCN(C(C)C)C(C)C (DIPEA). Run in CN(C)C=O (DMF), CN(C)C=O (DMF), CN(C)C=O (DMF), CN(C)C=O (DMF), CN(C)C=O (DMF), CN(C)C=O (DMF). Run at temperature 25 celsius, time 2 hour. Product: Cc1cn(-c2cc(NC(=O)c3ccc4nc(C)ccc4c3)cc(C(F)(F)F)c2)cn1. Yield: 2.7%. RXN SMILES: Cc1cn(-c2cc(N)cc(C(F)(F)F)c2)cn1.Cc1ccc2cc(C(=O)O)ccc2n1.CCOC1C=CC2=CC=CC=C2N1C(=O)OCC.CCN(C(C)C)C(C)C.CN(C)C=O>>Cc1cn(-c2cc(NC(=O)c3ccc4nc(C)ccc4c3)cc(C(F)(F)F)c2)cn1. Reactants: CC1=CC=2C3=C(NC2C=C1)C1CCN(C3)CC1 (9-methyl-3,4,5,6-tetrahydro-1H-2,5-ethanoazepino[4,3-b]indole), ClC1=CC=C(C=C1)C=C (1-chloro-4-vinylbenzene). Product: ClC1=CC=C(C=C1)CCN1C2=C(C=3C=C(C=CC13)C)CN1CCC2CC1 (6-[2-(4-chlorophenyl)ethyl]-9-methyl-3,4,5,6-tetrahydro-1H-2,5-ethanoazepino[4,3-b]indole). RXN SMILES: [CH3:1][C:2]1[CH:10]=[CH:9][C:8]2[NH:7][C:6]3[CH:11]4[CH2:17][CH2:16][N:14]([CH2:15][C:5]=3[C:4]=2[CH:3]=1)[CH2:13][CH2:12]4.[Cl:18][C:19]1[CH:24]=[CH:23][C:22]([CH:25]=[CH2:26])=[CH:21][CH:20]=1>>[Cl:18][C:19]1[CH:24]=[CH:23][C:22]([CH2:25][CH2:26][N:7]2[C:8]3[CH:9]=[CH:10][C:2]([CH3:1])=[CH:3][C:4]=3[C:5]3[CH2:15][N:14]4[CH2:13][CH2:12][CH:11]([C:6]2=3)[CH2:17][CH2:16]4)=[CH:21][CH:20]=1. Procedure: The coupling of 9-methyl-3,4,5,6-tetrahydro-1H-2,5-ethanoazepino[4,3-b]indole (226 mg, 1.0 mmol; Example 2B) and 1-chloro-4-vinylbenzene (277 mg, 2.0 mmol; Aldrich) was performed according to the procedure described in Example 114B to afford the title compound: 1H NMR (300 MHz, methanol-d4) δ ppm 1.52-1.66 (m, 2H), 1.80-1.95 (m, 2H), 2.39 (s, 3H), 2.85-3.03 (m, 5H), 3.05-3.19 (m, 2H), 4.15 (s, 2H), 4.32 (t, J=7 Hz, 2H), 6.82-6.96 (m, 3H), 7.06-7.22 (m, 4H); MS (DCI/NH3) m/z 365 (M+H)+. Starting materials: ClC1=CC=C(C=C1)C1(CC1)C1=NCCC2=CC=C(C=C12)O (1-[1-(4-chlorophenyl)cyclopropyl]-3,4-dihydroisoquinolin-7-ol), [H-].[Na+] (sodium hydrid), C(=O)(OC(C)(C)C)NCCBr (2-(Boc-amino)ethyl bromide). Solvent: CN(C=O)C (dimethylformamide). Conditions: time 3 day. Yields the product ClC1=CC=C(C=C1)C1(CC1)C1=NCCC2=CC=C(C=C12)OCCNC(OC(C)(C)C)=O (tert-Butyl [2-({1-[1-(4-chlorophenyl)cyclopropyl]-3,4-dihydroisoquinolin-7-yl}oxy)ethyl]carbamate). As a reaction SMILES: [Cl:1][C:2]1[CH:7]=[CH:6][C:5]([C:8]2([C:11]3[C:20]4[C:15](=[CH:16][CH:17]=[C:18]([OH:21])[CH:19]=4)[CH2:14][CH2:13][N:12]=3)[CH2:10][CH2:9]2)=[CH:4][CH:3]=1.[H-].[Na+].[C:24]([NH:31][CH2:32][CH2:33]Br)([O:26][C:27]([CH3:30])([CH3:29])[CH3:28])=[O:25]>CN(C)C=O>[Cl:1][C:2]1[CH:3]=[CH:4][C:5]([C:8]2([C:11]3[C:20]4[C:15](=[CH:16][CH:17]=[C:18]([O:21][CH2:33][CH2:32][NH:31][C:24](=[O:25])[O:26][C:27]([CH3:30])([CH3:29])[CH3:28])[CH:19]=4)[CH2:14][CH2:13][N:12]=3)[CH2:10][CH2:9]2)=[CH:6][CH:7]=1 |f:1.2|. Procedure details: 1-[1-(4-chlorophenyl)cyclopropyl]-3,4-dihydroisoquinolin-7-ol (120 mg, 0.4 mmol) was added in several portions to a suspension of sodium hydrid (NaH, 1.3 mmol, activated by removal of oil) in dimethylformamide (DMF, 5 ml). 2-(Boc-amino)ethyl bromide was added after one hour and the resulting mixture stirred for 3 days at room temperature. DMF was evaporated, the residue diluted with ethylacetate and extracted with water. Removal of the solvents from the dried (Na2SO4) extract afforded an oil whi... Reactants: C1CCOC1, O=C1CCN(Cc2ccccc2)CC1, CI, CC(C)[N-]C(C)C, [Li+]. Product: CC1CN(Cc2ccccc2)CCC1=O. RXN SMILES: [CH2:25]1[O:26][CH2:27][CH2:28][CH2:29]1.[CH2:9]([c:10]1[cH:11][cH:12][cH:13][cH:14][cH:15]1)[N:16]1[CH2:17][CH2:18][C:19](=[O:22])[CH2:20][CH2:21]1.[CH3:23][I:24].[CH3:2][CH:3]([N-:4][CH:5]([CH3:6])[CH3:7])[CH3:8].[Li+:1]>>[CH3:2][CH:18]1[CH2:17][N:16]([CH2:9][c:10]2[cH:11][cH:12][cH:13][cH:14][cH:15]2)[CH2:21][CH2:20][C:19]1=[O:22]. The reactants are N1C=C(C2=CC=CC=C12)C[C@@H]1C(NC2=C(C(=N1)C1=CC=CC=C1)C=CC=C2)=O (3(R)-[(1H-indol-3-yl)methyl]-5-phenyl-1,3-dihydro-2H-1,4-benzodiazepin-2-one). Run in CCCCCC.C(C)(=O)OCC (hexane ethyl acetate). The product is N1CC(C2=CC=CC=C12)CC1C(NC2=C(C(=N1)C1=CC=CC=C1)C=CC=C2)=O (3-((2,3-Dihydro-1H-indol-3-yl)methyl)-1,3-dihydro-5-phenyl-2H-1,4-benzodiazepin-2-one). As a reaction SMILES: [NH:1]1[C:9]2[C:4](=[CH:5][CH:6]=[CH:7][CH:8]=2)[C:3]([CH2:10][C@H:11]2[N:17]=[C:16]([C:18]3[CH:23]=[CH:22][CH:21]=[CH:20][CH:19]=3)[C:15]3[CH:24]=[CH:25][CH:26]=[CH:27][C:14]=3[NH:13][C:12]2=[O:28])=[CH:2]1>CCCCCC.C(OCC)(=O)C>[NH:1]1[C:9]2[C:4](=[CH:5][CH:6]=[CH:7][CH:8]=2)[CH:3]([CH2:10][CH:11]2[N:17]=[C:16]([C:18]3[CH:19]=[CH:20][CH:21]=[CH:22][CH:23]=3)[C:15]3[CH:24]=[CH:25][CH:26]=[CH:27][C:14]=3[NH:13][C:12]2=[O:28])[CH2:2]1 |f:1.2|. Procedure details: The procedure of Example 9 was followed in which 3(R)-[(1H-indol-3-yl)methyl]-5-phenyl-1,3-dihydro-2H-1,4-benzodiazepin-2-one was reduced to give the tile compound. The analytical sample was obtained after silica gel chromatography using hexane-ethyl acetate.